Dataset: the Open Reaction Database (ORD), a public repository of structured organic reaction records. Task: describe an organic reaction: reactants, conditions, products, and yield The reactants are COC(=O)C1=NC=CC2=C1N=CN2C2=CC=C(C=C2)[N+](=O)[O-] (1-(4-nitrophenyl)-1H-imidazo[4,5-c]pyridine-4-carboxylic acid methyl ester), CN (methylamine), ClC1=C(C=C(C=C1)N=C=O)C(F)(F)F (4-chloro-3-(trifluoromethyl)phenyl isocyanate). The product is CNC(=O)C1=NC=CC2=C1N=CN2C2=CC=C(C=C2)NC(=O)NC2=CC(=C(C=C2)Cl)C(F)(F)F (1-{4-[3-(4-Chloro-3-(trifluoromethyl)phenyl)ureido]-phenyl}-1H-imidazo[4,5-c]pyridine-4-carboxylic acid methylamide). Reaction SMILES: CO[C:3]([C:5]1[C:10]2[N:11]=[CH:12][N:13]([C:14]3[CH:19]=[CH:18][C:17]([N+:20]([O-])=O)=[CH:16][CH:15]=3)[C:9]=2[CH:8]=[CH:7][N:6]=1)=[O:4].[CH3:23][NH2:24].[Cl:25][C:26]1[CH:31]=[CH:30][C:29]([N:32]=[C:33]=[O:34])=[CH:28][C:27]=1[C:35]([F:38])([F:37])[F:36]>>[CH3:23][NH:24][C:3]([C:5]1[C:10]2[N:11]=[CH:12][N:13]([C:14]3[CH:15]=[CH:16][C:17]([NH:20][C:33]([NH:32][C:29]4[CH:30]=[CH:31][C:26]([Cl:25])=[C:27]([C:35]([F:36])([F:37])[F:38])[CH:28]=4)=[O:34])=[CH:18][CH:19]=3)[C:9]=2[CH:8]=[CH:7][N:6]=1)=[O:4]. Procedure: The title compound can be synthesized from 1-(4-nitrophenyl)-1H-imidazo[4,5-c]pyridine-4-carboxylic acid methyl ester, methylamine and 4-chloro-3-(trifluoromethyl)phenyl isocyanate in the same manner as in Steps C and D of Example 92. The product is Br.Br.C(CCCCCCCCCCCCCCCN1C(C=C(C=C1)CC)=N)N1C(C=C(C=C1)CC)=N (1,1'-(1,16-hexadecanediyl)bis(4-ethyl-2(1H)-pyridinimine) dihydrobromide). Reactants: C(C)C1=CC(=NC=C1)N (4-ethyl-2-aminopyridine), BrCCCCCCCCCCCCCCCCBr (1,16-dibromohexadecane). Procedure: Starting from 4-ethyl-2-aminopyridine described by Hansch and 1,16-dibromohexadecane, the derivative of the title, m.p. 105°/110° C., is obtained. As a reaction SMILES: [CH2:1]([C:3]1[CH:8]=[CH:7][N:6]=[C:5]([NH2:9])[CH:4]=1)[CH3:2].[Br:10][CH2:11][CH2:12][CH2:13][CH2:14][CH2:15][CH2:16][CH2:17][CH2:18][CH2:19][CH2:20][CH2:21][CH2:22][CH2:23][CH2:24][CH2:25][CH2:26]Br>>[BrH:10].[BrH:10].[CH2:11]([N:6]1[CH:7]=[CH:8][C:3]([CH2:1][CH3:2])=[CH:4][C:5]1=[NH:9])[CH2:12][CH2:13][CH2:14][CH2:15][CH2:16][CH2:17][CH2:18][CH2:19][CH2:20][CH2:21][CH2:22][CH2:23][CH2:24][CH2:25][CH2:26][N:6]1[CH:7]=[CH:8][C:3]([CH2:1][CH3:2])=[CH:4][C:5]1=[NH:9] |f:2.3.4|. Starting materials: C(=O)(O)C1C(CCCC1)COC=1C=C(C=CC1)C(C(=O)O)C (2-[3-(2-Carboxycyclohexylmethyloxy)phenyl]propionic acid), acid. The solvent is O (water). Reaction conditions: temperature 100 celsius, time 2.5 hour. The product is O=C1C2=C(OCC3C1CCCC3)C=C(C=C2)C(C(=O)O)C (2-(6,6a,7,8,9,10,10a,11-octahydro-11-oxodibenz[b,e]oxepin-3-yl)propionic acid). Yield: 8.0%. Reaction SMILES: [C:1]([CH:4]1[CH2:9][CH2:8][CH2:7][CH2:6][CH:5]1[CH2:10][O:11][C:12]1[CH:13]=[C:14]([CH:18]([CH3:22])[C:19]([OH:21])=[O:20])[CH:15]=[CH:16][CH:17]=1)([OH:3])=O>O>[O:3]=[C:1]1[CH:4]2[CH2:9][CH2:8][CH2:7][CH2:6][CH:5]2[CH2:10][O:11][C:12]2[CH:13]=[C:14]([CH:18]([CH3:22])[C:19]([OH:21])=[O:20])[CH:15]=[CH:16][C:17]1=2. Procedure: 2-[3-(2-Carboxycyclohexylmethyloxy)phenyl]propionic acid (14 g) was added to polyphophoric acid (80 g) and the mixture was heated with stirring for 2.5 hours in an oil bath maintained at 100° C. The reaction mixture was diluted with water and extracted with ethyl acetate. The ethyl acetate layers were washed with water, dried over anhydrous sodium sulfate, and evaporated to dryness under reduced pressure. The residue was chromatographed on silica gel, using methanol-chloroform (2:98, v/v) as an ... The reactants are resultant product, C(C)(C)(C)OC(=O)C(C1=CC=C(N=N1)SCC(=O)NC[C@H]1CN(CCO1)CC1=CC(=C(C=C1)Cl)Cl)C(=O)OC(C)(C)C ((2S)-[6-di-(tertiary butoxycarbonyl)methylpyridazin-3-ylthio]-N-{[4-(3,4-dichlorobenzyl)morpholin-2-yl]methyl}acetamide), [OH-].[Na+] (sodium hydroxide). The solvent is [Cl-].[Na+].O (brine), FC(C(=O)O)(F)F (trifluoroacetic acid). Reaction conditions: time 1 hour. The product is ClC=1C=C(CN2C[C@@H](OCC2)CNC(CSC=2N=NC(=CC2)C)=O)C=CC1Cl ((2S)-N-{[4-(3,4-dichlorobenzyl)morpholin-2-yl]methyl}-(6-methylpyridazin-3-ylthio)acetamide). Reaction SMILES: C(OC([CH:8](C(OC(C)(C)C)=O)[C:9]1[N:14]=[N:13][C:12]([S:15][CH2:16][C:17]([NH:19][CH2:20][C@@H:21]2[O:26][CH2:25][CH2:24][N:23]([CH2:27][C:28]3[CH:33]=[CH:32][C:31]([Cl:34])=[C:30]([Cl:35])[CH:29]=3)[CH2:22]2)=[O:18])=[CH:11][CH:10]=1)=O)(C)(C)C.[OH-].[Na+]>FC(F)(F)C(O)=O.[Cl-].[Na+].O>[Cl:35][C:30]1[CH:29]=[C:28]([CH:33]=[CH:32][C:31]=1[Cl:34])[CH2:27][N:23]1[CH2:24][CH2:25][O:26][C@@H:21]([CH2:20][NH:19][C:17](=[O:18])[CH2:16][S:15][C:12]2[N:13]=[N:14][C:9]([CH3:8])=[CH:10][CH:11]=2)[CH2:22]1 |f:1.2,4.5.6|. Reported procedure: The resultant product (940 mg) of (217-3) was dissolved in trifluoroacetic acid (6 mL), and the mixture was stirred at room temperature for 1 hr. The reaction mixture was adjusted to pH=4 with a 1 mol/L aqueous sodium hydroxide solution. Saturated brine was added to the obtained solution, and the mixture was extracted with a mixed solvent of chloroform-methanol. The extract was dried over anhydrous sodium sulfate, and the solvent was evaporated under reduced pressure. The obtained residue was pu... Reactants: C(#N)C1=C(OCC2CO2)C=CC(=C1)NC(CCCCC)=O (1-(2-cyano-4-n-hexanoylamino-phenoxy)-2,3-epoxypropane), C(C)(CC)N (sec.butylamine). Solvent: C(C)O (ethanol), C(C)(=O)OCC (ethyl acetate). The product is C(#N)C1=C(OCC(CNC(C)CC)O)C=CC(=C1)NC(CCCCC)=O (1-(2-Cyano-4-n-hexanoylamino-phenoxy)-3-sec.butylamino-2-propanol). The yield is 19.0%. RXN SMILES: [C:1]([C:3]1[CH:13]=[C:12]([NH:14][C:15](=[O:21])[CH2:16][CH2:17][CH2:18][CH2:19][CH3:20])[CH:11]=[CH:10][C:4]=1[O:5][CH2:6][CH:7]1[O:9][CH2:8]1)#[N:2].[CH:22]([NH2:26])([CH2:24][CH3:25])[CH3:23]>C(O)C.C(OCC)(=O)C>[C:1]([C:3]1[CH:13]=[C:12]([NH:14][C:15](=[O:21])[CH2:16][CH2:17][CH2:18][CH2:19][CH3:20])[CH:11]=[CH:10][C:4]=1[O:5][CH2:6][CH:7]([OH:9])[CH2:8][NH:26][CH:22]([CH2:24][CH3:25])[CH3:23])#[N:2]. Procedure details: Ten grams (0.035 mol) of 1-(2-cyano-4-n-hexanoylamino-phenoxy)-2,3-epoxypropane were dissolved in 100 ml of ethanol, 7.3 gm (0.1 mol) of sec.butylamine were added, and the mixture was refluxed for one hour. After the solvent was distilled off in vacuo, the residue was purified by column chromatography in the manner described in Example 6. The base thus obtained was dissolved in ethyl acetate, washed with dilute NaOH and water, dried, and evaporated to dryness. The test substance remaining was re... Starting materials: O=C([O-])[O-], O=C(Cl)c1ccccc1, Cc1nccc(N2CCNCC2)n1, CC(C)=O, [K+], [K+]. Product: Cc1nccc(N2CCN(C(=O)c3ccccc3)CC2)n1. Reaction SMILES: [C:14](=[O:15])([O-:16])[O-:17].[C:20]([c:21]1[cH:22][cH:23][cH:24][cH:25][cH:26]1)(=[O:27])[Cl:28].[CH3:1][c:2]1[n:3][cH:4][cH:5][c:6]([N:8]2[CH2:9][CH2:10][NH:11][CH2:12][CH2:13]2)[n:7]1.[CH3:29][C:30](=[O:31])[CH3:32].[K+:18].[K+:19]>>[CH3:1][c:2]1[n:3][cH:4][cH:5][c:6]([N:8]2[CH2:9][CH2:10][N:11]([C:20]([c:21]3[cH:22][cH:23][cH:24][cH:25][cH:26]3)=[O:27])[CH2:12][CH2:13]2)[n:7]1. Reactants: C([O-])([O-])=O.[K+].[K+] (potassium carbonate), II (iodine), C(=O)C=1N=C(SC1)C1CCN(CC1)C(CN1N=C(C=C1C)C(F)(F)F)=O (4-(4-formyl-2-thiazolyl)-1-[[5-methyl-3-(trifluoromethyl)-1H-pyrazol-1-yl]acetyl]piperidine), CC1=CC(=NN1CC(=O)N1CCC(CC1)C=1SC=C(N1)C1=NOC(=C1)C1=CC=CC=C1)C(F)(F)F (1-[[5-methyl-3-(trifluoromethyl)-1H-pyrazol-1-yl]acetyl]-4-[4-(5-phenyl-3-isoxazolyl)-2-thiazolyl]piperidine), CNC(CN)C1=CC=CC=C1 (N1-methyl-1-phenyl-1,2-ethanediamine). Solvent: C(C)(C)(C)O (tert-butanol). Reaction conditions: time 30 minute. Yields the product CN1C(=NCC1C1=CC=CC=C1)C=1N=C(SC1)C1CCN(CC1)C(CN1N=C(C=C1C)C(F)(F)F)=O (4-[4-(4,5-dihydro-1-methyl-5-phenyl-1H-imidazol-2-yl)-2-thiazolyl]-1-[[5-methyl-3-(trifluoromethyl)-1H-pyrazol-1-yl]acetyl]piperidine). As a reaction SMILES: [CH:1]([C:3]1[N:4]=[C:5]([CH:8]2[CH2:13][CH2:12][N:11]([C:14](=[O:26])[CH2:15][N:16]3[C:20]([CH3:21])=[CH:19][C:18]([C:22]([F:25])([F:24])[F:23])=[N:17]3)[CH2:10][CH2:9]2)[S:6][CH:7]=1)=O.CC1N(CC(N2CCC(C3SC=C(C4C=C(C5C=CC=CC=5)ON=4)N=3)CC2)=O)N=C(C(F)(F)F)C=1.[CH3:62][NH:63][CH:64]([C:67]1[CH:72]=[CH:71][CH:70]=[CH:69][CH:68]=1)[CH2:65][NH2:66].C(=O)([O-])[O-].[K+].[K+].II>C(O)(C)(C)C>[CH3:62][N:63]1[CH:64]([C:67]2[CH:72]=[CH:71][CH:70]=[CH:69][CH:68]=2)[CH2:65][N:66]=[C:1]1[C:3]1[N:4]=[C:5]([CH:8]2[CH2:13][CH2:12][N:11]([C:14](=[O:26])[CH2:15][N:16]3[C:20]([CH3:21])=[CH:19][C:18]([C:22]([F:25])([F:24])[F:23])=[N:17]3)[CH2:10][CH2:9]2)[S:6][CH:7]=1 |f:3.4.5|. Procedure details: To a solution of 4-(4-formyl-2-thiazolyl)-1-[[5-methyl-3-(trifluoromethyl)-1H-pyrazol-1-yl]acetyl]piperidine (i.e. the product of Example 2, Step B) (0.8 g, 2.07 mmol) in tert-butanol (5 mL) was added N1-methyl-1-phenyl-1,2-ethanediamine (43.57 mg, 0.29 mmol). The reaction mixture was stirred at room temperature under a nitrogen atmosphere for 30 minutes, and then potassium carbonate (107.8 mg, 0.78 mmol) and iodine (43.57 mg, 0.33 mmol) were added. The reaction mixture was stirred at 70° C. for...